Task: describe an organic reaction: reactants, conditions, products, and yield. Dataset: the Open Reaction Database (ORD), a public repository of structured organic reaction records The reactants are Cl.CN1CCN(CC1)CC=1C=CC(=NC1)N (5-(4-methyl-piperazin-1-ylmethyl)-pyridin-2-ylamine hydrochloride), CN(C)C(=[N+](C)C)ON1C2=C(C=CC=C2)N=N1.[B-](F)(F)(F)F (TBTU), CN1CCN(CC1)C1=CC=C(C=C1)NC(=O)C=1C=2N=CC=NC2C(=CC1)C1=CC=CC2=CC=CC=C12 (8-Naphthalen-1-yl-quinoxaline-5-carboxylic acid [4-(4-methyl-piperazin-1-yl)-phenyl]-amide). Run in C(Cl)Cl.CO (DCM MeOH). Run at time 72 hour. The product is CN1CCN(CC1)CC=1C=CC(=NC1)NC(=O)C=1C=2N=CC=NC2C(=CC1)C1=CC=CC2=CC=CC=C12 (8-Naphthalen-1-yl-quinoxaline-5-carboxylic acid [5-(4-methyl-piperazin-1-ylmethyl)-pyridin-2-yl]-amide). As a reaction SMILES: Cl.[CH3:2][N:3]1[CH2:8][CH2:7][N:6]([CH2:9][C:10]2[CH:11]=[CH:12][C:13]([NH2:16])=[N:14][CH:15]=2)[CH2:5][CH2:4]1.CN(C(ON1N=NC2C=CC=CC1=2)=[N+](C)C)C.[B-](F)(F)(F)F.CN1CCN(C2C=CC(N[C:53]([C:55]3[C:56]4[N:57]=[CH:58][CH:59]=[N:60][C:61]=4[C:62]([C:65]4[C:74]5[C:69](=[CH:70][CH:71]=[CH:72][CH:73]=5)[CH:68]=[CH:67][CH:66]=4)=[CH:63][CH:64]=3)=[O:54])=CC=2)CC1>C(Cl)Cl.CO>[CH3:2][N:3]1[CH2:8][CH2:7][N:6]([CH2:9][C:10]2[CH:11]=[CH:12][C:13]([NH:16][C:53]([C:55]3[C:56]4[N:57]=[CH:58][CH:59]=[N:60][C:61]=4[C:62]([C:65]4[C:74]5[C:69](=[CH:70][CH:71]=[CH:72][CH:73]=5)[CH:68]=[CH:67][CH:66]=4)=[CH:63][CH:64]=3)=[O:54])=[N:14][CH:15]=2)[CH2:5][CH2:4]1 |f:0.1,2.3,5.6|. Procedure: The title compound was prepared in analogy to the procedure described in Step 14.1 but stirring the reaction mixture for 72 h at rt and using 3 equiv of 5-(4-methyl-piperazin-1-ylmethyl)-pyridin-2-ylamine hydrochloride (Example 31), TBTU (2.4 equiv) and 8-naphthalen-1-yl-quinoxaline-5-carboxylic acid (Example 46). Title compound: ESI-MS: 489.1 [M+H]+; tR=3.73 min (System 1); TLC: Rf=0.08 (DCM/MeOH, 9:1). Solvent: O (water). Yields the product C(C1=CC=CC=C1)C1=C(C=CC=C1)C (benzyltoluene). As a reaction SMILES: [C:1]1([CH3:7])[CH:6]=[CH:5][CH:4]=[CH:3][CH:2]=1.[CH2:8](O)[C:9]1[CH:14]=[CH:13][CH:12]=[CH:11][CH:10]=1>O>[CH2:7]([C:10]1[CH:11]=[CH:12][CH:13]=[CH:14][C:9]=1[CH3:8])[C:1]1[CH:6]=[CH:5][CH:4]=[CH:3][CH:2]=1. Reported procedure: 3.170 ml of toluene and 10.5 g of bleaching earth (Tonsil K 10 from Sudchemie AG) were heated to boiling in a stirring vessel with a distillation passage, condenser and water separator. 216 g of benzyl alcohol were then passed in through a jet in the course of about 2 hours, i.e. benzyl alcohol was added dropwise under a flow of nitrogen (100 1/h) via an immersed thin tube and in this way was rapidly and uniformly distributed and made to react. Starting materials: C1(=CC=CC=C1)C (toluene), C(C1=CC=CC=C1)O (benzyl alcohol), C(C1=CC=CC=C1)O (benzyl alcohol).